This data is from the Open Reaction Database (ORD), a public repository of structured organic reaction records. The task is: describe an organic reaction: reactants, conditions, products, and yield The reactants are BrC=1C(=C(C=C(C1)OC)[N+](=O)[O-])C#N (5-Bromo-4-cyano-3-nitroanisole), ClC1=C(C=CC=C1)B(O)O (2-chlorophenylboronic acid). The reagents and catalysts are C=1C=CC(=CC1)[P](C=2C=CC=CC2)(C=3C=CC=CC3)[Pd]([P](C=4C=CC=CC4)(C=5C=CC=CC5)C=6C=CC=CC6)([P](C=7C=CC=CC7)(C=8C=CC=CC8)C=9C=CC=CC9)[P](C=1C=CC=CC1)(C=1C=CC=CC1)C=1C=CC=CC1 (tetrakis(triphenylphosphine)palladium). The solvent is C1(=CC=CC=C1)C (toluene), CCO (EtOH), C([O-])([O-])=O.[Na+].[Na+] (sodium carbonate). Yields the product ClC1=C(C=CC=C1)C=1C(=C(C=C(C1)OC)[N+](=O)[O-])C#N (5-(2-Chlorophenyl)-4-cyano-3-nitroanisole). Yield: 100.0%. As a reaction SMILES: Br[C:2]1[C:3]([C:13]#[N:14])=[C:4]([N+:10]([O-:12])=[O:11])[CH:5]=[C:6]([O:8][CH3:9])[CH:7]=1.[Cl:15][C:16]1[CH:21]=[CH:20][CH:19]=[CH:18][C:17]=1B(O)O>C1(C)C=CC=CC=1.CCO.C(=O)([O-])[O-].[Na+].[Na+].C1C=CC([P]([Pd]([P](C2C=CC=CC=2)(C2C=CC=CC=2)C2C=CC=CC=2)([P](C2C=CC=CC=2)(C2C=CC=CC=2)C2C=CC=CC=2)[P](C2C=CC=CC=2)(C2C=CC=CC=2)C2C=CC=CC=2)(C2C=CC=CC=2)C2C=CC=CC=2)=CC=1>[Cl:15][C:16]1[CH:21]=[CH:20][CH:19]=[CH:18][C:17]=1[C:2]1[C:3]([C:13]#[N:14])=[C:4]([N+:10]([O-:12])=[O:11])[CH:5]=[C:6]([O:8][CH3:9])[CH:7]=1 |f:4.5.6,^1:44,46,65,84|. Procedure details: 5-Bromo-4-cyano-3-nitroanisole [prepared by the method of Harrison et al, J. Chem. Soc. C, 1769 (1966)] (250 mg, 0.86 mmol) and 2-chlorophenylboronic acid (150 mg, 0.96 mmol) were dissolved in a mixture of toluene (10 ml), EtOH (5.6 ml), and 1N aqueous sodium carbonate (1.7 ml). The solution was placed under a nitrogen atmosphere and tetrakis(triphenylphosphine)palladium (30 mg, 0.03 mmol) added. After refluxing for 3 h, the solvent was removed from the reaction mixture under reduced pressure. T...